This data is from the Open Reaction Database (ORD), a public repository of structured organic reaction records. The task is: describe an organic reaction: reactants, conditions, products, and yield Starting materials: Cl (Hydrochloric acid), B (Borane), BrC1=C(C=C(C#N)C=C1)C (4-bromo-3-methylbenzonitrile), Cl (hydrochloric acid), C([O-])(O)=O.[Na+] (Sodium bicarbonate). The solvent is CO (methanol), CO (Methanol), C1CCOC1 (THF), C1CCOC1 (THF). Conditions: time 30 minute. Product: N (ammonia), BrC1=C(C=C(C=C1)CN)C (4 -Bromo-3-methylbenzenemethanamine). The yield is 71.3%. As a reaction SMILES: B.[Br:2][C:3]1[CH:10]=[CH:9][C:6]([C:7]#[N:8])=[CH:5][C:4]=1[CH3:11].Cl.C(=O)(O)[O-].[Na+]>C1COCC1.CO>[NH3:8].[Br:2][C:3]1[CH:10]=[CH:9][C:6]([CH2:7][NH2:8])=[CH:5][C:4]=1[CH3:11] |f:3.4|. Procedure details: Borane in THF (25.5 ml) was added dropwise, at 0° C., under nitrogen to a solution of 4-bromo-3-methylbenzonitrile (1.0 g) in THF (dry, 20 ml). The solution was left at 0° C. for 30 min and then stirred at room temperature overnight. Methanol was added carefully to quench the reaction. Hydrochloric acid (2N, 20 ml) was added and the solution stirred at room temperature for 4 h. Further 2N hydrochloric acid (20 ml) was added and the mixture heated to reflux for several hours. Sodium bicarbonate w... The reactants are COCCOC, CCOC(C)=O, CC(=O)NC(C)(C)CNc1c(C)c(C)nc(Cl)c1[N+](=O)[O-], [H-], [Na+], Oc1ccccc1. The product is CC(=O)NC(C)(C)CNc1c(C)c(C)nc(Oc2ccccc2)c1[N+](=O)[O-]. As a reaction SMILES: [CH2:37]([CH2:38][O:39][CH3:40])[O:41][CH3:42].[CH3:31][CH2:32][O:33][C:34]([CH3:35])=[O:36].[Cl:10][c:11]1[n:12][c:13]([CH3:30])[c:14]([CH3:29])[c:15]([NH:20][CH2:21][C:22]([CH3:23])([CH3:24])[NH:25][C:26]([CH3:27])=[O:28])[c:16]1[N+:17](=[O:18])[O-:19].[H-:2].[Na+:1].[OH:3][c:4]1[cH:5][cH:6][cH:7][cH:8][cH:9]1>>[O:3]([c:4]1[cH:5][cH:6][cH:7][cH:8][cH:9]1)[c:11]1[n:12][c:13]([CH3:30])[c:14]([CH3:29])[c:15]([NH:20][CH2:21][C:22]([CH3:23])([CH3:24])[NH:25][C:26]([CH3:27])=[O:28])[c:16]1[N+:17](=[O:18])[O-:19]. The reactants are C1(=CC=C(C=C1)S(=O)(=O)N(CC(=O)OC)CCN(CCN(CC(=O)OC)S(=O)(=O)C1=CC=C(C=C1)C)S(=O)(=O)C1=CC=C(C=C1)C)C (Dimethyl 3,6,9-tris(p-toluenesulfonyl)-3,6,9-triazaundecanedioate), Example 28E, [OH-].[Na+] (Sodium hydroxide). Solvent: O1CCCC1 (tetrahydrofuran). Run at time 72 hour. Product: C1(=CC=C(C=C1)S(=O)(=O)N(CC(=O)O)CCN(CCN(CC(=O)O)S(=O)(=O)C1=CC=C(C=C1)C)S(=O)(=O)C1=CC=C(C=C1)C)C (3,6,9-Tris(p-toluenesulfonyl)-3,6,9-triazaundecanedioic Acid). The yield is 93.0%. RXN SMILES: [C:1]1([CH3:47])[CH:6]=[CH:5][C:4]([S:7]([N:10]([CH2:16][CH2:17][N:18]([S:37]([C:40]2[CH:45]=[CH:44][C:43]([CH3:46])=[CH:42][CH:41]=2)(=[O:39])=[O:38])[CH2:19][CH2:20][N:21]([S:27]([C:30]2[CH:35]=[CH:34][C:33]([CH3:36])=[CH:32][CH:31]=2)(=[O:29])=[O:28])[CH2:22][C:23]([O:25]C)=[O:24])[CH2:11][C:12]([O:14]C)=[O:13])(=[O:9])=[O:8])=[CH:3][CH:2]=1.[OH-].[Na+]>O1CCCC1>[C:33]1([CH3:36])[CH:34]=[CH:35][C:30]([S:27]([N:21]([CH2:20][CH2:19][N:18]([S:37]([C:40]2[CH:41]=[CH:42][C:43]([CH3:46])=[CH:44][CH:45]=2)(=[O:38])=[O:39])[CH2:17][CH2:16][N:10]([S:7]([C:4]2[CH:5]=[CH:6][C:1]([CH3:47])=[CH:2][CH:3]=2)(=[O:8])=[O:9])[CH2:11][C:12]([OH:14])=[O:13])[CH2:22][C:23]([OH:25])=[O:24])(=[O:29])=[O:28])=[CH:31][CH:32]=1 |f:1.2|. Procedure details: Dimethyl 3,6,9-tris(p-toluenesulfonyl)-3,6,9-triazaundecanedioate prepared as in Example 28E (16 g, 22.5 mmol) was slurried in tetrahydrofuran (100 ml). Sodium hydroxide (2N, 160 ml) was added dropwise over a 1 h period. After 72 h, the solvent was evaporated under reduced pressure, and hydrochloric acid (1N) was added to lower the pH to 4. This aqueous phase was extracted several times with ethyl acetate. The combined ethyl acetate layers were washed twice with brine, dried (MgSO4), filtered, a... Starting materials: COC(=O)c1ccc(O)c(C#N)c1, CC(C)Br, [K+], [K+], O=C([O-])[O-], CN(C)C=O. Product: COC(=O)c1ccc(OC(C)C)c(C#N)c1. RXN SMILES: [C:1](#[N:2])[c:3]1[cH:4][c:5]([C:6](=[O:7])[O:8][CH3:9])[cH:10][cH:11][c:12]1[OH:13].[CH:14]([CH3:15])([CH3:16])[Br:17].[K+:18].[K+:19].[O-:20][C:21]([O-:22])=[O:23].[O:24]=[CH:25][N:26]([CH3:27])[CH3:28]>>[C:1](#[N:2])[c:3]1[cH:4][c:5]([C:6](=[O:7])[O:8][CH3:9])[cH:10][cH:11][c:12]1[O:13][CH:14]([CH3:15])[CH3:16]. Reactants: IC1=CC=CC=C1 (iodobenzene), CC1=CC=C(C=C1)NC2=CC=C(C=C2)C (4,4′-dimethyldiphenylamine), [OH-].[K+] (KOH), N1=CC=CC2=CC=C3C=CC=NC3=C12 (1,10-phenanthroline). The reagents and catalysts are Cl[Cu] (CuCl). Solvent: C1(=CC=CC=C1)C (toluene). Reaction conditions: temperature 120 celsius, time 12 hour. The product is CC1=CC=C(N(C2=CC=C(C=C2)C)C2=CC=CC=C2)C=C1 (4-Methyl-N-phenyl-N-p-tolylaniline). As a reaction SMILES: [CH3:1][C:2]1[CH:7]=[CH:6][C:5]([NH:8][C:9]2[CH:14]=[CH:13][C:12]([CH3:15])=[CH:11][CH:10]=2)=[CH:4][CH:3]=1.[OH-].[K+].N1[C:31]2[C:22](=[CH:23][CH:24]=[C:25]3[C:30]=2N=CC=C3)C=CC=1.IC1C=CC=CC=1>Cl[Cu].C1(C)C=CC=CC=1>[CH3:1][C:2]1[CH:3]=[CH:4][C:5]([N:8]([C:22]2[CH:31]=[CH:30][CH:25]=[CH:24][CH:23]=2)[C:9]2[CH:14]=[CH:13][C:12]([CH3:15])=[CH:11][CH:10]=2)=[CH:6][CH:7]=1 |f:1.2|. Procedure: 4,4′-dimethyldiphenylamine (0.99 g, 5.0 mmol), KOH (2.52 g, 45.0 mmol), CuCl (99 mg, 1.0 mmol) and 1,10-phenanthroline (180 mg, 1.0 mmol) were charged in a two-necked bottle. The bottle was deoxygenated and purged with nitrogen, and added dried toluene (12 mL) and iodobenzene (0.67 ml, 6.0 mmol). The reaction was heated to 120° C., and stirred for 12 hours. The resulting was filtered to remove metal and then concentrated under reduced pressure and the residue was purified by column chromatograph...